This data is from the Open Reaction Database (ORD), a public repository of structured organic reaction records. The task is: describe an organic reaction: reactants, conditions, products, and yield Reactants: C1CCNCC1, Cc1cc(C)c(C=O)[nH]1, CCO, CN1C(=O)Cc2c(Nc3ccc(F)c(Cl)c3)ncnc21. The product is Cc1cc(C)c(C=C2C(=O)N(C)c3ncnc(Nc4ccc(F)c(Cl)c4)c32)[nH]1. RXN SMILES: [CH2:30]1[CH2:31][CH2:32][NH:33][CH2:34][CH2:35]1.[CH3:21][c:22]1[c:23]([CH:28]=[O:29])[nH:24][c:25]([CH3:27])[cH:26]1.[CH3:36][CH2:37][OH:38].[Cl:1][c:2]1[cH:3][c:4]([NH:9][c:10]2[c:11]3[c:12]([n:13][cH:14][n:15]2)[N:16]([CH3:20])[C:17](=[O:19])[CH2:18]3)[cH:5][cH:6][c:7]1[F:8]>>[Cl:1][c:2]1[cH:3][c:4]([NH:9][c:10]2[c:11]3[c:12]([n:13][cH:14][n:15]2)[N:16]([CH3:20])[C:17](=[O:19])[C:18]3=[CH:28][c:23]2[c:22]([CH3:21])[cH:26][c:25]([CH3:27])[nH:24]2)[cH:5][cH:6][c:7]1[F:8]. Reactants: [Al+3], C1CCOC1, CON(C)C(=O)c1nc2ccc(N3CCOCC3)cn2c(=O)c1OCc1ccccc1, [H-], [H-], [H-], [H-], [Li+]. The product is O=Cc1nc2ccc(N3CCOCC3)cn2c(=O)c1OCc1ccccc1. As a reaction SMILES: [Al+3:33].[CH2:38]1[O:39][CH2:40][CH2:41][CH2:42]1.[CH3:1][O:2][N:3]([C:4](=[O:5])[c:6]1[n:7][c:8]2[n:9]([c:10](=[O:20])[c:11]1[O:12][CH2:13][c:14]1[cH:15][cH:16][cH:17][cH:18][cH:19]1)[cH:21][c:22]([N:25]1[CH2:26][CH2:27][O:28][CH2:29][CH2:30]1)[cH:23][cH:24]2)[CH3:31].[H-:32].[H-:35].[H-:36].[H-:37].[Li+:34]>>[CH:4](=[O:5])[c:6]1[n:7][c:8]2[n:9]([c:10](=[O:20])[c:11]1[O:12][CH2:13][c:14]1[cH:15][cH:16][cH:17][cH:18][cH:19]1)[cH:21][c:22]([N:25]1[CH2:26][CH2:27][O:28][CH2:29][CH2:30]1)[cH:23][cH:24]2.